Dataset: the Open Reaction Database (ORD), a public repository of structured organic reaction records. Task: describe an organic reaction: reactants, conditions, products, and yield Reactants: C(F)(F)(F)C=CF (CF3CH═CFH), CO (methanol), C(C)(C)(C)OOC(C)(C)C (di-tertiarybutylperoxide), quartz. Product: C(F)(F)(F)CC(F)CO (CF3CH2CFHCH2OH). The yield is 616.1%. As a reaction SMILES: CO.[C:3]([O:7]OC(C)(C)C)(C)(C)C.[C:13]([CH:17]=[CH:18][F:19])([F:16])([F:15])[F:14]>>[C:13]([CH2:17][CH:18]([CH2:3][OH:7])[F:19])([F:16])([F:15])[F:14]. Procedure: Under nitrogen, into a quartz tube equipped with a dry-ice condenser was added anhydrous methanol (20 g, 0.62 mol) and di-tertiarybutylperoxide (.79 g, 0.003 mol). The quartz tube was placed in a Rayonet UV photochemical reactor and HFC 1234zc, CF3CH═CFH (5 g, 0.044 mol) was added drop-wise via a dry-ice condenser (−78° C.) over a period of ˜1 hour while being irradiated at (UV wavelength) 254 nm. After complete addition, the reaction mixture was irradiated for ˜1 hour. The reaction mixture was ... Solvent: O1CCCC1 (tetrahydrofuran), C(C)(=O)OCC (ethyl acetate). Procedure details: A free base of bis(2-chloroethyl)amine (28.4 g; 0.2 mol) is liberated from its hydrochloride salt as described in Example IV and mixed with a solution of (S)-2-[(trifluoromethylsulfonyl)oxy] propionate (20 g; 0.08 mol) in chlorobenzene (150 mL). The mixture is stirred for 3 hours at room temperature, and the resulting thick slurry is washed with water (100 mL) and 10% sodium bicarbonate (100 mL). The organic phase is transferred to a flask containing 2,3-dihydro-1,4-benzodioxin-5-amine (9.6 g; 0... Product: O1CCOC2=C1C=CC=C2N2CCN(CC2)[C@@H](CO)C ((R)-4-(2,3-Dihydro-1,4-benzodioxin-5-yl)-β-methyl-1-piperazineethanol). The reactants are (S)-2-[(trifluoromethylsulfonyl)oxy] propionate, ClC1=CC=CC=C1 (chlorobenzene), ClCCNCCCl (bis(2-chloroethyl)amine), O1CCOC2=C1C=CC=C2N (2,3-dihydro-1,4-benzodioxin-5-amine), C([O-])(O)=O.[Na+] (sodium bicarbonate), hydrochloride salt, [H-].[Al+3].[Li+].[H-].[H-].[H-] (lithium aluminum hydride). RXN SMILES: Cl[CH2:2][CH2:3][NH:4][CH2:5][CH2:6]Cl.[O:8]1[C:13]2[CH:14]=[CH:15][CH:16]=[C:17]([NH2:18])[C:12]=2[O:11][CH2:10][CH2:9]1.[C:19](=[O:22])(O)[O-].[Na+].[H-].[Al+3].[Li+].[H-].[H-].[H-].Cl[C:31]1C=CC=C[CH:32]=1>O1CCCC1.C(OCC)(=O)C>[O:8]1[C:13]2[CH:14]=[CH:15][CH:16]=[C:17]([N:18]3[CH2:6][CH2:5][N:4]([C@H:31]([CH3:32])[CH2:19][OH:22])[CH2:3][CH2:2]3)[C:12]=2[O:11][CH2:10][CH2:9]1 |f:2.3,4.5.6.7.8.9|. Conditions: time 3 hour.